Dataset: the Open Reaction Database (ORD), a public repository of structured organic reaction records. Task: describe an organic reaction: reactants, conditions, products, and yield The reactants are ClCCCBr, O=C([O-])[O-], COC(=O)c1ccc(O)c(OC)c1, CC#N, [K+], [K+]. Product: COC(=O)c1ccc(OCCCCl)c(OC)c1. Reaction SMILES: [Br:14][CH2:15][CH2:16][CH2:17][Cl:18].[C:19](=[O:20])([O-:21])[O-:22].[CH3:1][O:2][C:3](=[O:4])[c:5]1[cH:6][cH:7][c:8]([OH:9])[c:10]([O:11][CH3:12])[cH:13]1.[CH3:25][C:26]#[N:27].[K+:23].[K+:24]>>[CH3:1][O:2][C:3](=[O:4])[c:5]1[cH:6][cH:7][c:8]([O:9][CH2:15][CH2:16][CH2:17][Cl:18])[c:10]([O:11][CH3:12])[cH:13]1. Starting materials: CC(=O)OCC1OC(n2ccc3c(F)cccc32)C(OC(C)=O)C(OC(C)=O)C1OC(C)=O, O=C(Cl)c1ccc2occc2c1. Yields the product CC(=O)OCC1OC(n2cc(C(=O)c3ccc4occc4c3)c3c(F)cccc32)C(OC(C)=O)C(OC(C)=O)C1OC(C)=O. RXN SMILES: [F:1][c:2]1[c:3]2[cH:4][cH:5][n:6]([CH:11]3[CH:12]([O:13][C:14]([CH3:15])=[O:16])[CH:17]([O:18][C:19]([CH3:20])=[O:21])[CH:22]([O:23][C:24]([CH3:25])=[O:26])[CH:27]([CH2:29][O:30][C:31]([CH3:32])=[O:33])[O:28]3)[c:7]2[cH:8][cH:9][cH:10]1.[o:34]1[c:35]2[c:36]([cH:37][cH:38]1)[cH:39][c:40]([C:43](=[O:44])[Cl:45])[cH:41][cH:42]2>>[F:1][c:2]1[c:3]2[c:4]([C:43]([c:40]3[cH:39][c:36]4[c:35]([o:34][cH:38][cH:37]4)[cH:42][cH:41]3)=[O:44])[cH:5][n:6]([CH:11]3[CH:12]([O:13][C:14]([CH3:15])=[O:16])[CH:17]([O:18][C:19]([CH3:20])=[O:21])[CH:22]([O:23][C:24]([CH3:25])=[O:26])[CH:27]([CH2:29][O:30][C:31]([CH3:32])=[O:33])[O:28]3)[c:7]2[cH:8][cH:9][cH:10]1. The reactants are FC1=CC(=C(C(=O)O)C=C1F)[N+](=O)[O-] (4,5-difluoro-2-nitrobenzoic acid), Cl.CN (methylamine hydrogen chloride), C(CCl)Cl (EDC), C=1C=CC2=C(C1)N=NN2O (HOBt), CCN(C(C)C)C(C)C (DIEA). Solvent: CN(C)C=O (DMF). Conditions: time 15 minute. Yields the product FC1=CC(=C(C(=O)NC)C=C1F)[N+](=O)[O-] (4,5-difluoro-N-methyl-2-nitrobenzamide). Yield: 66.7%. RXN SMILES: [F:1][C:2]1[C:10]([F:11])=[CH:9][C:5]([C:6](O)=[O:7])=[C:4]([N+:12]([O-:14])=[O:13])[CH:3]=1.Cl.CN.C(Cl)CCl.C1C=CC2N(O)N=[N:28][C:26]=2C=1.CCN(C(C)C)C(C)C>CN(C=O)C>[F:1][C:2]1[C:10]([F:11])=[CH:9][C:5]([C:6]([NH:28][CH3:26])=[O:7])=[C:4]([N+:12]([O-:14])=[O:13])[CH:3]=1 |f:1.2|. Procedure details: To a mixture of 4,5-difluoro-2-nitrobenzoic acid (1.872 g, 9.22 mmol), methylamine hydrogen chloride (0.75 g, 1.2 eq), EDC (2.12 g, 1.2 eq), HOBt (1.5 g, 1.2 eq) in DMF (20 mL) was added DIEA (5.0 mL, 3.0 eq). The mixture was stirred at room temperature for 15 min. It was concentrated and the crude was dissolved in EtOAc. It was washed with a saturated NaHCO3. The solvent was removed and the crude was purified by silica gel chromatography (20%˜80% EtOAc/Hex) to obtain the desired product 4,5-dif... Starting materials: O (water), IC1=CC=C2C=NNC2=C1 (6-iodo-1H-indazole), C(C)NC(=O)C=1C=C(C(=C(C1)B(O)O)C)F ({5-[(ethylamino)carbonyl]-3-fluoro-2-methylphenyl}boronic acid), C(C)NC(=O)C=1C=C(C(=C(C1)B(O)O)C)F ({5-[(ethylamino)carbonyl]-3-fluoro-2-methylphenyl}boronic acid), C(O)([O-])=O.[Na+] (sodium hydrogen carbonate). Reagents/catalysts: C=1C=CC(=CC1)[P](C=2C=CC=CC2)(C=3C=CC=CC3)[Pd]([P](C=4C=CC=CC4)(C=5C=CC=CC5)C=6C=CC=CC6)([P](C=7C=CC=CC7)(C=8C=CC=CC8)C=9C=CC=CC9)[P](C=1C=CC=CC1)(C=1C=CC=CC1)C=1C=CC=CC1 (tetrakis(triphenylphosphine)palladium(0)). Run in C(C)(C)O (isopropanol). Reaction conditions: temperature 150 celsius. Yields the product C(C)NC(C1=CC(=C(C(=C1)C1=CC=C2C=NNC2=C1)C)F)=O (N-Ethyl-3-fluoro-5-(1H-indazol-6-yl)-4-methylbenzamide). Reaction SMILES: I[C:2]1[CH:10]=[C:9]2[C:5]([CH:6]=[N:7][NH:8]2)=[CH:4][CH:3]=1.[CH2:11]([NH:13][C:14]([C:16]1[CH:17]=[C:18]([F:26])[C:19]([CH3:25])=[C:20](B(O)O)[CH:21]=1)=[O:15])[CH3:12].C(=O)([O-])O.[Na+].O>C(O)(C)C.C1C=CC([P]([Pd]([P](C2C=CC=CC=2)(C2C=CC=CC=2)C2C=CC=CC=2)([P](C2C=CC=CC=2)(C2C=CC=CC=2)C2C=CC=CC=2)[P](C2C=CC=CC=2)(C2C=CC=CC=2)C2C=CC=CC=2)(C2C=CC=CC=2)C2C=CC=CC=2)=CC=1>[CH2:11]([NH:13][C:14](=[O:15])[C:16]1[CH:21]=[C:20]([C:2]2[CH:10]=[C:9]3[C:5]([CH:6]=[N:7][NH:8]3)=[CH:4][CH:3]=2)[C:19]([CH3:25])=[C:18]([F:26])[CH:17]=1)[CH3:12] |f:2.3,^1:40,42,61,80|. Procedure: A stirred mixture of 6-iodo-1H-indazole (0.5 g, {5-[(ethylamino)carbonyl]-3-fluoro-2-methylphenyl}boronic acid (Intermediate 17, 0.56 g), tetrakis(triphenylphosphine)palladium(0) (0.05 g) and aqueous sodium hydrogen carbonate (1M, 1 ml) in isopropanol (10 ml) was heated at 150° C. for 30 min in a microwave oven. The reaction mixture was poured into water (30 ml) and extracted with ethyl acetate (3×20 ml). The extracts were dried (Na2SO4) and concentrated under vacuum. The residual oil was purifi...